Task: describe an organic reaction: reactants, conditions, products, and yield. Dataset: the Open Reaction Database (ORD), a public repository of structured organic reaction records Starting materials: FC1=CC=C(C=O)C=C1 (4-fluorobenzaldehyde), CC(=O)C1=CC=C(C=C1)C(F)(F)F (4-trifluoromethylacetophenone), CC1CCCCC1 (methylcyclohexane). Solvent: Cl (hydrochloric acid). Conditions: temperature 12.5 celsius. The product is FC1=CC=C(C=C1)C=CC(=O)C1=CC=C(C=C1)C(F)(F)F (1-(4-Fluorophenyl)-3-(4-trifluoromethylphenyl)-propen-3-one). RXN SMILES: CC1CCCCC1.[F:8][C:9]1[CH:16]=[CH:15][C:12]([CH:13]=O)=[CH:11][CH:10]=1.[CH3:17][C:18]([C:20]1[CH:25]=[CH:24][C:23]([C:26]([F:29])([F:28])[F:27])=[CH:22][CH:21]=1)=[O:19]>Cl>[F:8][C:9]1[CH:16]=[CH:15][C:12]([CH:13]=[CH:17][C:18]([C:20]2[CH:25]=[CH:24][C:23]([C:26]([F:27])([F:28])[F:29])=[CH:22][CH:21]=2)=[O:19])=[CH:11][CH:10]=1. Procedure: 8 l of methylcyclohexane are initially charged and 3000 g of 4-fluorobenzaldehyde, 5000 g of 4-trifluoromethylacetophenone and 150 ml of conc. hydrochloric acid are added. The mixture is distilled azeotropically for approximately 8 hours until no more water separates off. After cooling to 10 to 15° C., the precipitated solid is filtered off with suction and washed with cold methylcyclohexane. Reactants: C(Cl)(Cl)(Cl)Cl (carbon tetrachloride), 5-nitro, [N+](=O)(O)[O-] (nitric acid), BrBr (bromine), BrN1C(CCC1=O)=O (N-bromosuccinimide), BrN1C(=O)N(C(=O)C1(C)C)Br (1,3-dibromo-5,5-dimethylhydantoin), C(C)(=O)NC1=CC(=C(C(=O)O)C=C1)C (4-Acetylamino-2-methylbenzoic acid). The solvent is C(Cl)(Cl)Cl (chloroform), C(C)#N (acetonitrile). Product: ClC(C)(Cl)Cl (1,1,1-trichloroethane), C(C1=CC=CC=C1)(=O)OOC(C1=CC=CC=C1)=O (benzoyl peroxide), benzylic bromide. As a reaction SMILES: [C:1](N[C:5]1[CH:13]=[CH:12][C:8]([C:9]([OH:11])=[O:10])=[C:7](C)[CH:6]=1)(=O)C.[N+]([O-])(O)=[O:16].BrBr.BrN1[C:26](=[O:27])[CH2:25][CH2:24][C:23]1=O.BrN1[C:36](C)([CH3:37])[C:34](=O)N(Br)C1=O.[C:40]([Cl:44])(Cl)([Cl:42])[Cl:41]>C(Cl)(Cl)Cl.C(#N)C>[Cl:41][C:40]([Cl:44])([Cl:42])[CH3:1].[C:26]([O:27][O:11][C:9](=[O:10])[C:8]1[CH:7]=[CH:6][CH:5]=[CH:13][CH:12]=1)(=[O:16])[C:25]1[CH:37]=[CH:36][CH:34]=[CH:23][CH:24]=1. Procedure: 4-Acetylamino-2-methylbenzoic acid (Peltier) is converted into the 5-nitro compound by treatment with cold fuming nitric acid. The reaction mix was poured into crushed ice and the solid product collected by filtration and purified by recrystallization from DMF/water or by silica chromatography. The acetamide is removed by alkaline hydrolysis with 1-10% NaOH solution in 90% ethanol. The reaction mixture was added to excess dilute HCl and the solvent evaporated. The crude acid is esterified with s...